From a dataset of the Open Reaction Database (ORD), a public repository of structured organic reaction records. describe an organic reaction: reactants, conditions, products, and yield Reactants: C=CCOC(=O)C1=C(C)N(c2cccc(C(F)(F)F)c2)C(=O)NC1c1ccc(C#N)cc1S(C)(=O)=O, C1CCOC1, C[Si](C)(C)[N-][Si](C)(C)C, CI, [Li+]. Yields the product C=CCOC(=O)C1=C(C)N(c2cccc(C(F)(F)F)c2)C(=O)N(C)C1c1ccc(C#N)cc1S(C)(=O)=O. RXN SMILES: [C:1](#[N:2])[c:3]1[cH:4][c:5]([S:33](=[O:34])(=[O:35])[CH3:36])[c:6]([CH:9]2[NH:10][C:11](=[O:32])[N:12]([c:22]3[cH:23][c:24]([C:28]([F:29])([F:30])[F:31])[cH:25][cH:26][cH:27]3)[C:13]([CH3:21])=[C:14]2[C:15](=[O:16])[O:17][CH2:18][CH:19]=[CH2:20])[cH:7][cH:8]1.[CH2:49]1[O:50][CH2:51][CH2:52][CH2:53]1.[CH3:37][Si:38]([CH3:39])([CH3:40])[N-:41][Si:42]([CH3:43])([CH3:44])[CH3:45].[I:47][CH3:48].[Li+:46]>>[C:1](#[N:2])[c:3]1[cH:4][c:5]([S:33](=[O:34])(=[O:35])[CH3:36])[c:6]([CH:9]2[N:10]([CH3:37])[C:11](=[O:32])[N:12]([c:22]3[cH:23][c:24]([C:28]([F:29])([F:30])[F:31])[cH:25][cH:26][cH:27]3)[C:13]([CH3:21])=[C:14]2[C:15](=[O:16])[O:17][CH2:18][CH:19]=[CH2:20])[cH:7][cH:8]1. The reactants are [OH-].[Na+] (sodium hydroxide), C(C)OC1=C(C=CC(=C1)CCC(=O)OC)C1=CC(=CC=C1)N(C(=O)NCCCCCCC)C (methyl 3-[2-ethoxy-3′-(3-heptyl-1-methylureido)biphenyl-4-yl]propanoate). Run in O1CCCC1.CO (tetrahydrofuran methanol). Yields the product C(C)OC1=C(C=CC(=C1)CCC(=O)O)C1=CC(=CC=C1)N(C(=O)NCCCCCCC)C (3-[2-ethoxy-3′-(3-heptyl-1-methylureido)biphenyl-4-yl]propanoic acid). The yield is 78.0%. RXN SMILES: [OH-].[Na+].[CH2:3]([O:5][C:6]1[CH:11]=[C:10]([CH2:12][CH2:13][C:14]([O:16]C)=[O:15])[CH:9]=[CH:8][C:7]=1[C:18]1[CH:23]=[CH:22][CH:21]=[C:20]([N:24]([CH3:35])[C:25]([NH:27][CH2:28][CH2:29][CH2:30][CH2:31][CH2:32][CH2:33][CH3:34])=[O:26])[CH:19]=1)[CH3:4]>O1CCCC1.CO>[CH2:3]([O:5][C:6]1[CH:11]=[C:10]([CH2:12][CH2:13][C:14]([OH:16])=[O:15])[CH:9]=[CH:8][C:7]=1[C:18]1[CH:23]=[CH:22][CH:21]=[C:20]([N:24]([CH3:35])[C:25]([NH:27][CH2:28][CH2:29][CH2:30][CH2:31][CH2:32][CH2:33][CH3:34])=[O:26])[CH:19]=1)[CH3:4] |f:0.1,3.4|. Reported procedure: In a manner similar to that of Example (19g), by reaction of 400 mg (10.0 mmol, 4.8 eq) of sodium hydroxide and methyl 3-[2-ethoxy-3′-(3-heptyl-1-methylureido)biphenyl-4-yl]propanoate, obtained in the preceding step, in 10 ml of a tetrahydrofuran/methanol mixture (8/2), and after crystallization from pentane/isopropyl ether, 246 mg of 3-[2-ethoxy-3′-(3-heptyl-1-methylureido)biphenyl-4-yl]propanoic acid are obtained in the form of a white powder (m.p.=64° C.). Yield=78% over the two steps